This data is from the Open Reaction Database (ORD), a public repository of structured organic reaction records. The task is: describe an organic reaction: reactants, conditions, products, and yield The reactants are 4-trans-methyl-cyclohexylamine hydrochloride, ClC=1C=C(C=CC1)CCC(=O)O (3-(3-chlorophenyl)propionic acid), C=1C=CC2=C(C1)N=NN2O (HOBt), CCN=C=NCCCN(C)C (EDAC), CCN(C(C)C)C(C)C (DIPEA). The solvent is C(Cl)Cl (DCM), C(Cl)Cl (DCM). Reaction conditions: time 16 hour. Product: ClC=1C=C(C=CC1)CCC(=O)N[C@@H]1CC[C@H](CC1)C (3-(3-Chloro-phenyl)-N-(trans-4-methyl-cyclohexyl)-propionamide). Yield: 97.5%. As a reaction SMILES: [Cl:1][C:2]1[CH:3]=[C:4]([CH2:8][CH2:9][C:10]([OH:12])=O)[CH:5]=[CH:6][CH:7]=1.[CH:13]1[CH:14]=[CH:15][C:16]2N(O)N=[N:19][C:17]=2[CH:18]=1.[CH3:23]CN=C=NCCCN(C)C.CCN(C(C)C)C(C)C>C(Cl)Cl>[Cl:1][C:2]1[CH:3]=[C:4]([CH2:8][CH2:9][C:10]([NH:19][C@H:17]2[CH2:18][CH2:13][C@H:14]([CH3:23])[CH2:15][CH2:16]2)=[O:12])[CH:5]=[CH:6][CH:7]=1. Procedure: To solution of 4-trans-methyl-cyclohexylamine hydrochloride (500 mg, 3.3 mmol) and 3-(3-chlorophenyl)propionic acid (609 mg, 3.30 mmol) in DCM (25 mL) was added HOBt (445 mg, 3.3 mmol) and EDAC (633 mg, 3.3 mmol). The mixture was stirred for 10 min at room temperature before the addition of DIPEA (1.13 mL, 6.6 mmol) and the resulting solution was stirred for a further 16 h at room temperature. DCM (25 mL) was added and the or ganics were washed with water (2×15 mL), 1N NaOH (10 mL), dried (MgSO4... Starting materials: B, CC(C)(C)OC(=O)NCc1ncc(C=O)s1, CO, [Na]. Product: CC(C)(C)OC(=O)NCc1ncc(CO)s1. As a reaction SMILES: [BH3:1].[C:3]([CH3:4])([CH3:5])([CH3:6])[O:7][C:8](=[O:9])[NH:10][CH2:11][c:12]1[s:13][c:14]([CH:17]=[O:18])[cH:15][n:16]1.[CH3:19][OH:20].[Na:2]>>[C:3]([CH3:4])([CH3:5])([CH3:6])[O:7][C:8](=[O:9])[NH:10][CH2:11][c:12]1[s:13][c:14]([CH2:17][OH:18])[cH:15][n:16]1. Starting materials: C(C)(C)(C)OC(N(CC1=CC=C(C=C1)B1OC(C(O1)(C)C)(C)C)CCCNC(=O)OC(C)(C)C)=O ((3-tert-butoxycarbonylamino-propyl)-[4-(4,4,5,5-tetramethyl-[1,3,2]dioxaborolan-2-yl)-benzyl]-carbamic acid tert-butyl ester), COC(C(=COC)I)=O (2-iodo-3-methoxy-acrylic acid methyl ester), [O-]P(=O)([O-])[O-].[K+].[K+].[K+] (K3PO4), O1CCOCC1 (dioxane). The reagents and catalysts are C=1C=CC(=CC1)[P](C=2C=CC=CC2)(C=3C=CC=CC3)[Pd]([P](C=4C=CC=CC4)(C=5C=CC=CC5)C=6C=CC=CC6)([P](C=7C=CC=CC7)(C=8C=CC=CC8)C=9C=CC=CC9)[P](C=1C=CC=CC1)(C=1C=CC=CC1)C=1C=CC=CC1 (Pd(PPh3)4). The solvent is O (water). Run at temperature 80 celsius. The product is COC(C(=COC)C1=CC=C(C=C1)CN(CCCNC(=O)OC(C)(C)C)C(=O)OC(C)(C)C)=O (2-(4-{[tert-Butoxycarbonyl-(3-tert-butoxycarbonylamino-propyl)-amino]-methyl}-phenyl)-3-methoxy-acrylic acid methyl ester). Yield: 91.3%. Reaction SMILES: [C:1]([O:5][C:6](=[O:35])[N:7]([CH2:24][CH2:25][CH2:26][NH:27][C:28]([O:30][C:31]([CH3:34])([CH3:33])[CH3:32])=[O:29])[CH2:8][C:9]1[CH:14]=[CH:13][C:12](B2OC(C)(C)C(C)(C)O2)=[CH:11][CH:10]=1)([CH3:4])([CH3:3])[CH3:2].[CH3:36][O:37][C:38](=[O:44])[C:39](I)=[CH:40][O:41][CH3:42].[O-]P([O-])([O-])=O.[K+].[K+].[K+].O1CCOCC1>C1C=CC([P]([Pd]([P](C2C=CC=CC=2)(C2C=CC=CC=2)C2C=CC=CC=2)([P](C2C=CC=CC=2)(C2C=CC=CC=2)C2C=CC=CC=2)[P](C2C=CC=CC=2)(C2C=CC=CC=2)C2C=CC=CC=2)(C2C=CC=CC=2)C2C=CC=CC=2)=CC=1.O>[CH3:36][O:37][C:38](=[O:44])[C:39]([C:12]1[CH:13]=[CH:14][C:9]([CH2:8][N:7]([C:6]([O:5][C:1]([CH3:4])([CH3:2])[CH3:3])=[O:35])[CH2:24][CH2:25][CH2:26][NH:27][C:28]([O:30][C:31]([CH3:34])([CH3:33])[CH3:32])=[O:29])=[CH:10][CH:11]=1)=[CH:40][O:41][CH3:42] |f:2.3.4.5,^1:62,64,83,102|. Procedure details: A mixture of (3-tert-butoxycarbonylamino-propyl)-[4-(4,4,5,5-tetramethyl-[1,3,2]dioxaborolan-2-yl)-benzyl]-carbamic acid tert-butyl ester (6.00 g, 12.25 mmol), 2-iodo-3-methoxy-acrylic acid methyl ester (4.45 g, 18.38 mmol), K3PO4 (7.79 g, 36.75 mmol), Pd(PPh3)4 (0) (0.68 g, 0.61 mmol), dioxane (60 mL) and water (12 mL) was degassed and heated at 80° C. for 20 h under argon atmosphere. The reaction mixture was diluted with EtOAc (500 mL), washed with water (300 mL) and brine (300 mL). The organi... Reactants: C(C1=CC=CC=C1)OC([C@@H](CN1C(C=2C(C1=O)=CC=CC2)=O)[C@@H](C)O[Si](C)(C)C(C)(C)C)=O ((2S)-3-phthalimido-2-((1R)-1-tert-butyldimethylsilyloxyethyl)propionic acid benzyl ester), O.NN (hydrazine monohydrate). Solvent: C(C)O (ethanol). Reaction conditions: temperature 25 celsius, time 17 hour. Yields the product C(C1=CC=CC=C1)OC([C@@H](CN)[C@@H](C)O[Si](C)(C)C(C)(C)C)=O ((2S)-3-amino-2-((1R)-1-tert-butyldimethylsilyloxyethyl)propionic acid benzyl ester). Yield: 79.4%. RXN SMILES: [CH2:1]([O:8][C:9](=[O:33])[C@H:10]([C@H:23]([O:25][Si:26]([C:29]([CH3:32])([CH3:31])[CH3:30])([CH3:28])[CH3:27])[CH3:24])[CH2:11][N:12]1C(=O)C2=CC=CC=C2C1=O)[C:2]1[CH:7]=[CH:6][CH:5]=[CH:4][CH:3]=1.O.NN>C(O)C>[CH2:1]([O:8][C:9](=[O:33])[C@H:10]([C@H:23]([O:25][Si:26]([C:29]([CH3:32])([CH3:31])[CH3:30])([CH3:28])[CH3:27])[CH3:24])[CH2:11][NH2:12])[C:2]1[CH:3]=[CH:4][CH:5]=[CH:6][CH:7]=1 |f:1.2|. Procedure details: A mixture of (2S)-3-phthalimido-2-((1R)-1-tert-butyldimethylsilyloxyethyl)propionic acid benzyl ester (1.12 g), hydrazine monohydrate (612 mg) and ethanol (20 ml) was stirred at 25° C. for 17 hr. The reactant crystals were filtered off and the filtrate was evaporated. The residue was suspended in hexane and filtered. The filtrate was evaporated, and the residue was purified by silica-gel column chromatography (chloroform:methanol=40:1) to afford 642.2 mg of (2S)-3-amino-2-((1R)-1-tert-butyldimet... Starting materials: ClCCl, Oc1cccc(Cl)c1Cl, O=N[O-], [Na+], [Na+], O=[N+]([O-])[O-], O=S(=O)(O)O. Yields the product O=[N+]([O-])c1ccc(Cl)c(Cl)c1O. As a reaction SMILES: [CH2:24]([Cl:25])[Cl:26].[Cl:1][c:2]1[c:3]([OH:9])[cH:4][cH:5][cH:6][c:7]1[Cl:8].[N:20]([O-:21])=[O:22].[Na+:10].[Na+:23].[O-:11][N+:12]([O-:13])=[O:14].[S:15](=[O:16])(=[O:17])([OH:18])[OH:19]>>[Cl:1][c:2]1[c:3]([OH:9])[c:4]([N+:12](=[O:11])[O-:13])[cH:5][cH:6][c:7]1[Cl:8]. The reactants are Cc1ccnc2c1NC(=O)c1cccnc1N2C1CC1, CC(C)[N-]C(C)C, O=Cc1ccccc1, [H-], [Li+], [Na+], C1CCOC1. Product: O=C(Cc1ccnc2c1NC(=O)c1cccnc1N2C1CC1)c1ccccc1. Reaction SMILES: [CH:1]1([N:4]2[c:5]3[c:6]([c:16]([CH3:20])[cH:17][cH:18][n:19]3)[NH:7][C:8](=[O:15])[c:9]3[c:10]2[n:11][cH:12][cH:13][cH:14]3)[CH2:2][CH2:3]1.[CH:23]([N-:24][CH:25]([CH3:26])[CH3:27])([CH3:28])[CH3:29].[CH:31](=[O:32])[c:33]1[cH:34][cH:35][cH:36][cH:37][cH:38]1.[H-:22].[Li+:30].[Na+:21].[O:39]1[CH2:40][CH2:41][CH2:42][CH2:43]1>>[CH:1]1([N:4]2[c:5]3[c:6]([c:16]([CH2:20][C:31](=[O:32])[c:33]4[cH:34][cH:35][cH:36][cH:37][cH:38]4)[cH:17][cH:18][n:19]3)[NH:7][C:8](=[O:15])[c:9]3[c:10]2[n:11][cH:12][cH:13][cH:14]3)[CH2:2][CH2:3]1. Reactants: C(C)(C)(C)OC(=O)N[C@@H](C)C(=O)O (N-t-butoxycarbonyl-L-alanine), IC(C#C)O (iodopropargyl alcohol), Cl.CN(CCCN=C=NCC)C (1-(3-dimethylaminopropyl)-3-ethylcarbodiimide hydrochloride). The reagents and catalysts are CN(C1=CC=NC=C1)C (4-dimethylaminopyridine). Run in ClCCl (dichloromethane), ClCCl (dichloromethane). Run at temperature 0 celsius, time 1 hour. Product: IC(C#C)OC([C@@H](NC(=O)OC(C)(C)C)C)=O (N-t-butoxycarbonyl-L-alanine iodopropargyl ester). Yield: 101.7%. As a reaction SMILES: [C:1]([O:5][C:6]([NH:8][C@H:9]([C:11]([OH:13])=[O:12])[CH3:10])=[O:7])([CH3:4])([CH3:3])[CH3:2].[I:14][CH:15](O)[C:16]#[CH:17].Cl.CN(C)CCCN=C=NCC>ClCCl.CN(C)C1C=CN=CC=1>[I:14][CH:15]([O:12][C:11](=[O:13])[C@H:9]([CH3:10])[NH:8][C:6]([O:5][C:1]([CH3:2])([CH3:3])[CH3:4])=[O:7])[C:16]#[CH:17] |f:2.3|. Reported procedure: To a magnetically stirred solution of N-t-butoxycarbonyl-L-alanine (5.00 g., 0.026 mole) and iodopropargyl alcohol (4.81 g., 0.026 mole) in anhydrous dichloromethane (100 ml.) cooled to 0° C. with an ice-bath was added 4-dimethylaminopyridine (0.32 g., 0.0026 mole) followed by 1-(3-dimethylaminopropyl)-3-ethylcarbodiimide hydrochloride (5.57 g., 0.029 mole). The reaction mixture continued to stir at 0° C. for one hour, and was then stored in a refrigerator at 5° C. overnight. The reaction mixtur... The reactants are NC=1SC(=C(N1)C)C=1C=C(C(=NC1)Cl)NS(=O)(=O)C1=CC=CC=C1 (N-[5-(2-amino-4-methyl-1,3-thiazol-5-yl)-2-chloropyridin-3-yl]benzenesulfonamide), O1C(=CC=C1)C(=O)Cl (2-furoyl chloride). Yields the product C1(=CC=CC=C1)S(=O)(=O)NC=1C=C(C=NC1Cl)C1=C(N=C(S1)NC(=O)C=1OC=CC1)C (N-[5-(5-benzenesulfonylamino-6-chloropyridin-3-yl)-4-methyl-1,3-thiazol-2-yl]furan-2-carboxamide). As a reaction SMILES: [NH2:1][C:2]1[S:3][C:4]([C:8]2[CH:9]=[C:10]([NH:15][S:16]([C:19]3[CH:24]=[CH:23][CH:22]=[CH:21][CH:20]=3)(=[O:18])=[O:17])[C:11]([Cl:14])=[N:12][CH:13]=2)=[C:5]([CH3:7])[N:6]=1.[O:25]1[CH:29]=[CH:28][CH:27]=[C:26]1[C:30](Cl)=[O:31]>>[C:19]1([S:16]([NH:15][C:10]2[CH:9]=[C:8]([C:4]3[S:3][C:2]([NH:1][C:30]([C:26]4[O:25][CH:29]=[CH:28][CH:27]=4)=[O:31])=[N:6][C:5]=3[CH3:7])[CH:13]=[N:12][C:11]=2[Cl:14])(=[O:18])=[O:17])[CH:20]=[CH:21][CH:22]=[CH:23][CH:24]=1. Reported procedure: Using an analogous method to that described in Example 51, N-[5-(2-amino-4-methyl-1,3-thiazol-5-yl)-2-chloropyridin-3-yl]benzenesulfonamide was reacted with 2-furoyl chloride. The reaction product was purified by preparative HPLC (Method A) to give the title product (retention time 8.0 minutes); 1H NMR Spectrum: (DMSOd6+D2O) 8.57 (1H, d); 8.27 (1H, d); 8.05 (2H, d); 7.83 (1H, t); 7.76 (1H, d); 7.69 (2H, t); 6.75 (1H, d); 6.55 (1H, dd); 2.25 (3H, s); Mass Spectrum: M+H+ 475. Reactants: C(CC)N1C(C(C2=CC=CC=C12)=O)=O (1-propylindoline-2,3-dione), ClC=1C=C2C(C(NC2=CC1)=O)=O (5-chloroisatin), BrCC(C)C (1-bromo-2-methylpropane). The product is ClC=1C=C2C(C(N(C2=CC1)CC(C)C)=O)=O (5-chloro-1-isobutylindoline-2,3-dione). RXN SMILES: C(N1[C:12]2[C:7](=[CH:8]C=CC=2)[C:6](=O)C1=O)CC.[Cl:15][C:16]1[CH:17]=[C:18]2[C:22](=[CH:23][CH:24]=1)[NH:21][C:20](=[O:25])[C:19]2=[O:26].BrCC(C)C>>[Cl:15][C:16]1[CH:17]=[C:18]2[C:22](=[CH:23][CH:24]=1)[N:21]([CH2:6][CH:7]([CH3:12])[CH3:8])[C:20](=[O:25])[C:19]2=[O:26]. Procedure details: Was made in an analogous fashion to 1-propylindoline-2,3-dione from commercially available 5-chloroisatin (purchased from Fisher Scientific) and 1-bromo-2-methylpropane (purchased from Fisher Scientific). 1H NMR δ 7.57 (m, 2H), 6.87 (d, 1H), 3.54 (d, 2H), 2.12 (m, 1H), 1.00 (d, 6H).